Dataset: the Open Reaction Database (ORD), a public repository of structured organic reaction records. Task: describe an organic reaction: reactants, conditions, products, and yield Starting materials: FC(F)(F)c1cccnc1CCl, O=Cc1ccc2[nH]ncc2c1. Yields the product O=Cc1ccc2c(cnn2Cc2ncccc2C(F)(F)F)c1. RXN SMILES: [Cl:12][CH2:13][c:14]1[n:15][cH:16][cH:17][cH:18][c:19]1[C:20]([F:21])([F:22])[F:23].[nH:1]1[n:2][cH:3][c:4]2[cH:5][c:6]([CH:10]=[O:11])[cH:7][cH:8][c:9]12>>[n:1]1([CH2:13][c:14]2[n:15][cH:16][cH:17][cH:18][c:19]2[C:20]([F:21])([F:22])[F:23])[n:2][cH:3][c:4]2[cH:5][c:6]([CH:10]=[O:11])[cH:7][cH:8][c:9]12. RXN SMILES: CC1(C(Cl)=O)CC(C)C1.C1(C(Cl)=O)CCCCC1.[C:19]([NH:23][CH2:24][C:25]([C:27]1[CH:32]=[CH:31][C:30]([O:33][C:34]([CH:36]([CH3:41])[CH2:37][CH:38]([CH3:40])[CH3:39])=[O:35])=[C:29]([O:42][C:43]([CH:45]([CH3:50])[CH2:46][CH:47]([CH3:49])[CH3:48])=[O:44])[CH:28]=1)=[O:26])([CH3:22])([CH3:21])[CH3:20]>>[CH3:50][C:45]1([C:43]([O:42][C:29]2[CH:28]=[C:27]([CH:32]=[CH:31][C:30]=2[O:33][C:34]([C:36]2([CH3:41])[CH2:40][CH:38]([CH3:39])[CH2:37]2)=[O:35])[CH:25]([OH:26])[CH2:24][NH:23][C:19]([CH3:22])([CH3:20])[CH3:21])=[O:44])[CH2:48][CH:47]([CH3:49])[CH2:46]1. Procedure details: When 1,3-dimethylcyclobutanecarbonyl chloride is substituted for the cyclohexanecarbonyl chloride in the procedure described in Example 15A above, the acylation product obtained is 3,4-bis(1,3-dimethylbutanecarbonyloxy)phenyl tert-butylaminomethyl ketone; and when this product is catalytically hydrogenated using the procedure described in Example 15B above, there is obtained 3,4-bis(1,3-dimethylcyclobutanecarbonyloxy)-alpha-(tert-butylaminomethyl)benzyl alcohol. The product is CC1(CC(C1)C)C(=O)OC=1C=C(C(CNC(C)(C)C)O)C=CC1OC(=O)C1(CC(C1)C)C (3,4-bis(1,3-dimethylcyclobutanecarbonyloxy)-alpha-(tert-butylaminomethyl)benzyl alcohol). Reactants: CC1(CC(C1)C)C(=O)Cl (1,3-dimethylcyclobutanecarbonyl chloride), C1(CCCCC1)C(=O)Cl (cyclohexanecarbonyl chloride), C(C)(C)(C)NCC(=O)C1=CC(=C(C=C1)OC(=O)C(CC(C)C)C)OC(=O)C(CC(C)C)C (3,4-bis(1,3-dimethylbutanecarbonyloxy)phenyl tert-butylaminomethyl ketone). The reactants are N, [B-](CC)(CC)CC.[K+], C1CN(C[C@@H](C1=O)O)S(=O)(=O)C. Reagents/catalysts: c1ccc(cc1)-c2c3ccccc3cc4ccccc24 (9-Phenylanthracene), CC(C)[O-].CC(C)[O-].CC(C)[O-].CC(C)[O-].[Ti+4] (Ti(OiPr)4). Run at temperature 25 celsius, time 18 hour. The product is CS(=O)(=O)N1CC[C@@H](N)[C@@H](O)C1. Reaction SMILES: [K+].CC[BH-](CC)CC.[NH3:1].[CH3:2][S:3]([N:6]1[CH2:12][C@H:10]([OH:11])[C:9](=O)[CH2:8][CH2:7]1)(=[O:5])=[O:4]>>[CH3:2][S:3]([N:6]1[CH2:12][C@H:10]([OH:11])[C@H:9]([NH2:1])[CH2:8][CH2:7]1)(=[O:5])=[O:4]. Solvent: C1(=CC=CC=C1)C (toluene). Starting materials: COC([C@@H](NC(=O)OC(C)(C)C)CC(C)C)=O (N-(tert-butoxycarbonyl)-L-leucine methyl ester), aluminum diisobutyl hydride. Procedure details: Under an argon gas stream, N-(tert-butoxycarbonyl)-L-leucine methyl ester (0.98 g, 4.0 mmol) was dissolved in toluene (7.1 ml), and cooled to -78° C. To the reaction solution, while keeping the temperature at -60 to -70° C., was added gradually aluminum diisobutyl hydride (toluene 1.0 M solution, 5.0 ml). After stirring at -78° C. for 30 minutes, thereby there was obtained (S)-2-(tert-butoxycarbonylamino)-4-methylpentanal. Reaction conditions: temperature -78 celsius, time 30 minute. RXN SMILES: C[O:2][C:3](=O)[C@H:4]([CH2:13][CH:14]([CH3:16])[CH3:15])[NH:5][C:6]([O:8][C:9]([CH3:12])([CH3:11])[CH3:10])=[O:7]>C1(C)C=CC=CC=1>[C:9]([O:8][C:6]([NH:5][C@@H:4]([CH2:13][CH:14]([CH3:16])[CH3:15])[CH:3]=[O:2])=[O:7])([CH3:12])([CH3:11])[CH3:10]. The product is C(C)(C)(C)OC(=O)N[C@H](C=O)CC(C)C ((S)-2-(tert-butoxycarbonylamino)-4-methylpentanal).